Dataset: the Open Reaction Database (ORD), a public repository of structured organic reaction records. Task: describe an organic reaction: reactants, conditions, products, and yield The reactants are C1(=CC=CC=C1)/C=C/C=O ((E)-3-Phenyl-2-propenal), NC(=CC(=O)OCC)C (ethyl 3-amino-2-butenoate). Solvent: C(C)O (ethanol), N1CCCCC1 (piperidine). The product is CC=1NC=CC(C1C(=O)OCC)C1=CC=CC=C1 (ethyl 1,4-dihydro-2-methyl-4-phenyl-3-pyridinecarboxylate). Yield: 72.3%. RXN SMILES: [C:1]1(/[CH:7]=[CH:8]/[CH:9]=O)[CH:6]=[CH:5][CH:4]=[CH:3][CH:2]=1.[NH2:11][C:12]([CH3:19])=[CH:13][C:14]([O:16][CH2:17][CH3:18])=[O:15]>C(O)C.N1CCCCC1>[CH3:19][C:12]1[NH:11][CH:9]=[CH:8][CH:7]([C:1]2[CH:6]=[CH:5][CH:4]=[CH:3][CH:2]=2)[C:13]=1[C:14]([O:16][CH2:17][CH3:18])=[O:15]. Procedure details: (E)-3-Phenyl-2-propenal (13.8 ml, 0.11 mol) and ethyl 3-amino-2-butenoate (12.9 g, 0.1 mol) were dissolved in 150 ml of absolute ethanol containing 0.5 ml of piperidine. The mixture was heated under reflux for 18 hours followed by removal of the solvent under vacuum to yield 17.6 g of ethyl 1,4-dihydro-2-methyl-4-phenyl-3-pyridinecarboxylate as a brown viscous oil. Starting materials: C(CCCCCCCCCCCCC)OC1=CC=C(C(=O)Cl)C=C1 (4-(Tetradecyloxy)benzoyl chloride), [H-].[Na+] (sodium hydride), N1=C(C=CC=C1)CNS(=O)(=O)C (N-(2-Pyridinylmethyl)methanesulfonamide), [Cl-].[Na+] (sodium chloride). Run in O1CCCC1 (tetrahydrofuran), O1CCCC1 (tetrahydrofuran), O1CCCC1 (tetrahydrofuran). Run at time 2 hour. Yields the product N1=C(C=CC=C1)CN(C(C1=CC=C(C=C1)OCCCCCCCCCCCCCC)=O)S(=O)(=O)C (N-(2-Pyridinylmethyl)-N-(methylsulfonyl)-4-(tetradecyloxy)benzamide). The yield is 90.3%. Reaction SMILES: [H-].[Na+].[N:3]1[CH:8]=[CH:7][CH:6]=[CH:5][C:4]=1[CH2:9][NH:10][S:11]([CH3:14])(=[O:13])=[O:12].[CH2:15]([O:29][C:30]1[CH:38]=[CH:37][C:33]([C:34](Cl)=[O:35])=[CH:32][CH:31]=1)[CH2:16][CH2:17][CH2:18][CH2:19][CH2:20][CH2:21][CH2:22][CH2:23][CH2:24][CH2:25][CH2:26][CH2:27][CH3:28].[Cl-].[Na+]>O1CCCC1>[N:3]1[CH:8]=[CH:7][CH:6]=[CH:5][C:4]=1[CH2:9][N:10]([S:11]([CH3:14])(=[O:13])=[O:12])[C:34](=[O:35])[C:33]1[CH:32]=[CH:31][C:30]([O:29][CH2:15][CH2:16][CH2:17][CH2:18][CH2:19][CH2:20][CH2:21][CH2:22][CH2:23][CH2:24][CH2:25][CH2:26][CH2:27][CH3:28])=[CH:38][CH:37]=1 |f:0.1,4.5|. Procedure: To a room temperature solution of 0.428 g of washed 50% sodium hydride in 15 ml of dry tetrahydrofuran is added, via cannula, 1.58 g of product from Example 121 dissolved in 20 ml of dry tetrahydrofuran. The mixture is stirred for 2 hours and 3.0 g of product from Example 3 dissolved in 20 ml of dry tetrahydrofuran is added, via cannula. After stirring at room temperature for 30 minutes, the reaction is heated at reflux temperature for 2 hours. The cooled mixture is poured into half saturated so... Reactants: S(=O)(=O)([O-])[O-].[Na+].[Na+] (sodium sulfate), F\C(\C(=O)OCC)=C(\C=C\C1=C(SC(=C1C)C)C)/C (ethyl (2E,4E)-2-fluoro-3-methyl-5-(2,4,5-trimethyl-3-thienyl)-2,4-pentadienoate), ester, [H-].C(C(C)C)[Al+]CC(C)C (Diisobutylaluminum hydride). Run in C(C)OCC (diethyl ether). Run at temperature -45 celsius. Yields the product F\C(\CO)=C(\C=C\C1=C(SC(=C1C)C)C)/C (2E,4E-2-fluoro-3-methyl-5-(2,4,5-trimethyl-3-thienyl)-2,4-pentadien-1-ol). As a reaction SMILES: [F:1]/[C:2](=[C:8](\[CH3:19])/[CH:9]=[CH:10]/[C:11]1[C:15]([CH3:16])=[C:14]([CH3:17])[S:13][C:12]=1[CH3:18])/[C:3](OCC)=[O:4].[H-].C([Al+]CC(C)C)C(C)C.S([O-])([O-])(=O)=O.[Na+].[Na+]>C(OCC)C>[F:1]/[C:2](=[C:8](\[CH3:19])/[CH:9]=[CH:10]/[C:11]1[C:15]([CH3:16])=[C:14]([CH3:17])[S:13][C:12]=1[CH3:18])/[CH2:3][OH:4] |f:1.2,3.4.5|. Reported procedure: A solution of 6.5 g. (23 mmol) of ethyl (2E,4E)-2-fluoro-3-methyl-5-(2,4,5-trimethyl-3-thienyl)-2,4-pentadienoate in diethyl ether was stirred under argon and cooled to -45° C. Diisobutylaluminum hydride (DIBAH) was added slowly until three equivalents had been added and no starting ester remained. Five ml. of a saturated solution of sodium sulfate was added to -10° C. and the mixture was allowed to come to 30° C. Filtration through Celite and subsequent washing of the residue with methylene chl... The reactants are C(C)OC(CS)=O (ethyl-2-mercaptoacetate), [H-].[Na+] (sodium hydride), FC1=C(C=C(C=O)C=C1)[N+](=O)[O-] (4-fluoro-3-nitrobenzaldehyde). The solvent is CN(C)C=O (DMF). Run at temperature 60 celsius, time 15 minute. The product is C(=O)C1=CC(=C(C=C1)SCC(=O)OCC)[N+](=O)[O-] (ethyl 2-(4-formyl-2-nitrophenylthio)acetate), compound. Isolated yield 24.0%. RXN SMILES: [CH2:1]([O:3][C:4](=[O:7])[CH2:5][SH:6])[CH3:2].[H-].[Na+].F[C:11]1[CH:18]=[CH:17][C:14]([CH:15]=[O:16])=[CH:13][C:12]=1[N+:19]([O-:21])=[O:20]>CN(C=O)C>[CH:15]([C:14]1[CH:17]=[CH:18][C:11]([S:6][CH2:5][C:4]([O:3][CH2:1][CH3:2])=[O:7])=[C:12]([N+:19]([O-:21])=[O:20])[CH:13]=1)=[O:16] |f:1.2|. Procedure: To a solution of ethyl-2-mercaptoacetate (0.7 mmol) in dry DMF (2.5 ml), sodium hydride (0.85 mmol) was added 0° C. After 15 minutes, 4-fluoro-3-nitrobenzaldehyde (0.7 mmol) was added and the mixture was heated at 60° C. overnight and monitored by TLC until completion. After cooling, the solvent was removed under reduced pressure. The residue was chromatogaphed on a silica gel column (cyclogexane/ethyl acetate 4/1 as eluent) to give 46 mg of ethyl 2-(4-formyl-2-nitrophenylthio)acetate as yellow ... Reactants: ClC1=C(C=CC=C1)C12N(CC(NC3=C1C=C(C=C3)[N+](=O)[O-])=O)CCO2 (11b-(2-chlorophenyl)-10-nitro-2,3,5,11b-tetrahydrooxazolo[ 3,2-d][1,4]benzodiazepin-6(7H)-one), [H-].[Na+] (sodium hydride), BrCCO (2-bromoethanol). Run in CN(C=O)C (N,N-dimethylformamide). Run at time 30 minute. Yields the product ClC1=C(C=CC=C1)C12N(CC(N(C3=C1C=C(C=C3)[N+](=O)[O-])CCO)=O)CCO2 (11b-(2-chlorophenyl)-7-(2-hydroxyethyl)-10-nitro-2,3,5,11b-tetrahydrooxazolo[3,2-d][1,4]benzodiazepin-6(7H)-one). As a reaction SMILES: [Cl:1][C:2]1[CH:7]=[CH:6][CH:5]=[CH:4][C:3]=1[C:8]12[O:25][CH2:24][CH2:23][N:9]1[CH2:10][C:11](=[O:22])[NH:12][C:13]1[CH:18]=[CH:17][C:16]([N+:19]([O-:21])=[O:20])=[CH:15][C:14]=12.[H-].[Na+].Br[CH2:29][CH2:30][OH:31]>CN(C)C=O>[Cl:1][C:2]1[CH:7]=[CH:6][CH:5]=[CH:4][C:3]=1[C:8]12[O:25][CH2:24][CH2:23][N:9]1[CH2:10][C:11](=[O:22])[N:12]([CH2:29][CH2:30][OH:31])[C:13]1[CH:18]=[CH:17][C:16]([N+:19]([O-:21])=[O:20])=[CH:15][C:14]=12 |f:1.2|. Procedure: A solution of 1.5 g (0.0041 M) of 11b-(2-chlorophenyl)-10-nitro-2,3,5,11b-tetrahydrooxazolo[ 3,2-d][1,4]benzodiazepin-6(7H)-one in 30 ml of dry N,N-dimethylformamide was treated with 0.34 g (0.008 M) of a 57% dispersion of sodium hydride in mineral oil with stirring under nitrogen. After 30 min, 1.5 g (0.012 M) of 2-bromoethanol was added and the reaction was heated to 90° for 3 hr. The solvent was removed under vacuum, and the residue was dissolved in 50 ml of dichloromethane which was then was... Reactants: O=[N+]([O-])c1ccc(F)cc1OCc1ccccc1, CCOC(C)=O, CCCCCC, [H-], [Na+], CN(C)C=O, Sc1ccccc1. Product: O=[N+]([O-])c1ccc(Sc2ccccc2)cc1OCc1ccccc1. As a reaction SMILES: [CH2:10]([c:11]1[cH:12][cH:13][cH:14][cH:15][cH:16]1)[O:17][c:18]1[c:19]([N+:25](=[O:26])[O-:27])[cH:20][cH:21][c:22]([F:24])[cH:23]1.[CH3:28][CH2:29][O:30][C:31](=[O:32])[CH3:33].[CH3:39][CH2:40][CH2:41][CH2:42][CH2:43][CH3:44].[H-:1].[Na+:2].[O:34]=[CH:35][N:36]([CH3:37])[CH3:38].[SH:3][c:4]1[cH:5][cH:6][cH:7][cH:8][cH:9]1>>[S:3]([c:4]1[cH:5][cH:6][cH:7][cH:8][cH:9]1)[c:22]1[cH:21][cH:20][c:19]([N+:25](=[O:26])[O-:27])[c:18]([O:17][CH2:10][c:11]2[cH:12][cH:13][cH:14][cH:15][cH:16]2)[cH:23]1. The reactants are CN(CCCO)C (3-dimethylamino-1-propanol), ClC=1C=2N(C3=CC=CC=C3N1)N=CC2C(=O)OCC (4-chloropyrazolo[1,5-a]quinoxaline-3-carboxylic acid, ethyl ester), C(CCC)[Li] (butyl lithium). The solvent is C1=CC=CC=C1 (benzene), C1=CC=CC=C1 (benzene). The product is CN(CCCOC=1C=2N(C3=CC=CC=C3N1)N=CC2C(=O)OCC)C (4-[3-(Dimethylamino)propoxy]pyrazolo[1,5-a]quinoxaline-3-carboxylic acid, ethyl ester). As a reaction SMILES: Cl[C:2]1[C:3]2[N:4]([N:12]=[CH:13][C:14]=2[C:15]([O:17][CH2:18][CH3:19])=[O:16])[C:5]2[C:10]([N:11]=1)=[CH:9][CH:8]=[CH:7][CH:6]=2.[CH3:20][N:21]([CH3:26])[CH2:22][CH2:23][CH2:24][OH:25].C([Li])CCC>C1C=CC=CC=1>[CH3:20][N:21]([CH3:26])[CH2:22][CH2:23][CH2:24][O:25][C:2]1[C:3]2[N:4]([N:12]=[CH:13][C:14]=2[C:15]([O:17][CH2:18][CH3:19])=[O:16])[C:5]2[C:10]([N:11]=1)=[CH:9][CH:8]=[CH:7][CH:6]=2. Procedure details: A solution of 2.76 g. of 4-chloropyrazolo[1,5-a]quinoxaline-3-carboxylic acid, ethyl ester in benzene is added dropwise, at 10° to a stirred soluttion of 1.03 g. of 3-dimethylamino-1-propanol and 0.64 g. of butyl lithium in 30 ml. of benzene. The reaction mixture is heated under reflux for 3 hours and is then filtered and concentrated under reduced pressure. The oily residue is dissolved in petroleum ether, treated with carbon and cooled for 12 hours in the refrigerator. The product, 4-[3-(dimet...